This data is from the Open Reaction Database (ORD), a public repository of structured organic reaction records. The task is: describe an organic reaction: reactants, conditions, products, and yield Reactants: ClC1=CC2=C(OCOC3=C(N2CCCCl)C=CC=C3)C=C1 (2-chloro-12-(3-chloropropyl)-12H-dibenzo[d,g][1,3,6]dioxazocine), C(C(O)C(O)C(=O)O)(=O)O (tartaric acid), C(C)(C)N (isopropyl amine), [I-].[Na+] (sodium iodide), C(\C=C/C(=O)O)(=O)O (maleic acid). Run in C(C)C(=O)C (methyl ethyl ketone), O (water), C(C)(C)O (isopropanol). Reaction conditions: time 30 minute. Yields the product C(\C=C/C(=O)O)(=O)O.ClC1=CC2=C(OCOC3=C(N2CCCNC(C)C)C=CC=C3)C=C1 (2-Chloro-12-(3-isopropylaminopropyl)-12H-dibenzo[d,g][1,3,6]dioxazocine maleate). Yield: 70.0%. RXN SMILES: [Cl:1][C:2]1[CH:21]=[CH:20][C:5]2[O:6][CH2:7][O:8][C:9]3[CH:19]=[CH:18][CH:17]=[CH:16][C:10]=3[N:11]([CH2:12][CH2:13][CH2:14]Cl)[C:4]=2[CH:3]=1.[CH:22]([NH2:25])([CH3:24])[CH3:23].[I-].[Na+].[C:28]([OH:37])(=[O:36])[CH:29]([CH:31]([C:33]([OH:35])=[O:34])O)O.C(O)(=O)/C=C\C(O)=O>C(O)(C)C.O.C(C(C)=O)C>[C:28]([OH:37])(=[O:36])/[CH:29]=[CH:31]\[C:33]([OH:35])=[O:34].[Cl:1][C:2]1[CH:21]=[CH:20][C:5]2[O:6][CH2:7][O:8][C:9]3[CH:19]=[CH:18][CH:17]=[CH:16][C:10]=3[N:11]([CH2:12][CH2:13][CH2:14][NH:25][CH:22]([CH3:24])[CH3:23])[C:4]=2[CH:3]=1 |f:2.3,9.10|. Procedure: A mixture of 32.4 g. (0.10 moles) of 2-chloro-12-(3-chloropropyl)-12H-dibenzo[d,g][1,3,6]dioxazocine prepared by the method of Example 1, 11.8 g. (0.20 moles) of isopropyl amine, 7.5 g. of sodium iodide and 200 ml. of methyl ethyl ketone is stirred under reflux for 20 hours. Thereafter the solvent is removed in vacuo, 100 ml. of benzene are added to the residue and the mixture obtained is washed with water. Thereafter 37.5 g. (0.25 moles) of tartaric acid and 150 ml. of water are added to the or... Reactants: O=Cc1ccc(Br)cc1, Brc1ccccc1OCc1ccccc1, C1CCOC1, [Li]CCCC, CCCCCC, [Cl-], [NH4+]. Yields the product OC(c1ccc(Br)cc1)c1ccccc1OCc1ccccc1. RXN SMILES: [Br:27][c:28]1[cH:29][cH:30][c:31]([CH:32]=[O:33])[cH:34][cH:35]1.[CH2:12]([c:13]1[cH:14][cH:15][cH:16][cH:17][cH:18]1)[O:19][c:20]1[c:21]([Br:26])[cH:22][cH:23][cH:24][cH:25]1.[CH2:38]1[O:39][CH2:40][CH2:41][CH2:42]1.[CH2:7]([Li:8])[CH2:9][CH2:10][CH3:11].[CH3:1][CH2:2][CH2:3][CH2:4][CH2:5][CH3:6].[Cl-:36].[NH4+:37]>>[CH2:12]([c:13]1[cH:14][cH:15][cH:16][cH:17][cH:18]1)[O:19][c:20]1[c:21]([CH:32]([c:31]2[cH:30][cH:29][c:28]([Br:27])[cH:35][cH:34]2)[OH:33])[cH:22][cH:23][cH:24][cH:25]1. Reactants: CCOC(=O)CBr, CCN1CCNCC1, Cc1ccccc1. Yields the product CCOC(=O)CN1CCN(CC)CC1. Reaction SMILES: [Br:9][CH2:10][C:11](=[O:12])[O:13][CH2:14][CH3:15].[CH2:1]([CH3:2])[N:3]1[CH2:4][CH2:5][NH:6][CH2:7][CH2:8]1.[CH3:16][c:17]1[cH:18][cH:19][cH:20][cH:21][cH:22]1>>[CH2:1]([CH3:2])[N:3]1[CH2:4][CH2:5][N:6]([CH2:10][C:11](=[O:12])[O:13][CH2:14][CH3:15])[CH2:7][CH2:8]1. The reactants are ice water, [Cl-].[NH4+] (ammonium chloride), ClCCOC[Mg]Cl (2-chloroethoxymethylmagnesium chloride), Cl (hydrochloric acid), CC=1N=C(SC1)C=O (4-methyl-2-formylthiazole), C(O)([O-])=O.[Na+] (sodium hydrogencarbonate). Solvent: C(C)(=O)OCC (ethyl acetate), O1CCCC1 (tetrahydrofuran), O1CCCC1 (tetrahydrofuran). Conditions: temperature -30 celsius, time 1 hour. The product is CC=1N=C(SC1)C(COCCCl)O (1-(4-methyl-2-thiazolyl)-2-(2-chloroethoxy)ethanol). Reaction SMILES: [CH3:1][C:2]1[N:3]=[C:4]([CH:7]=[O:8])[S:5][CH:6]=1.[Cl:9][CH2:10][CH2:11][O:12][CH2:13][Mg]Cl.[Cl-].[NH4+].Cl.C(=O)([O-])O.[Na+]>O1CCCC1.C(OCC)(=O)C>[CH3:1][C:2]1[N:3]=[C:4]([CH:7]([OH:8])[CH2:13][O:12][CH2:11][CH2:10][Cl:9])[S:5][CH:6]=1 |f:2.3,5.6|. Procedure details: 1.6 g of 4-methyl-2-formylthiazole was dissolved in 30 ml of tetrahydrofuran. The solution was cooled to -30° C. Thereto was dropwise added, in 10 minutes, 10 ml of a tetrahydrofuran solution containing 1.6M of 2-chloroethoxymethylmagnesium chloride. The mixture was stirred for 1 hour with ice cooling. The reaction mixture was added to a mixture of 50 ml of ice water, 50 ml of ethyl acetate and 2 g of ammonium chloride. The resulting mixture was adjusted to pH 2 with 6N hydrochloric acid and sti... Starting materials: aqueous solution, [OH-].[Na+] (sodium hydroxide), Cl.C(C1=CC=CC=C1)OC(=O)C1(CC1)C(NC1=C(C=C(C=C1)OC1=CC(=NC=C1)NC(=O)N1CCC(CC1)N1CCN(CC1)C)F)=O (1-[2-Fluoro-4-(2-{[4-(4-methylpiperazin-1-yl)piperidine-1-carbonyl]amino}pyridin-4-yloxy)phenylcarbamoyl]cyclopropanecarboxylic acid benzyl ester hydrochloride). Run in C(C)(=O)OCC (ethyl acetate), O (water), C(C)(=O)OCC (Ethyl acetate). Run at time 5 hour. The product is FC1=C(C=CC(=C1)OC1=CC(=NC=C1)NC(=O)N1CCC(CC1)N1CCN(CC1)C)NC(=O)C1(CC1)C(=O)O (1-[2-Fluoro-4-(2-{[4-(4-methylpiperazin-1-yl)piperidine-1-carbonyl]amino}pyridin-4-yloxy)phenylcarbamoyl]cyclopropanecarboxylic acid). Yield: 74.0%. RXN SMILES: Cl.C([O:9][C:10]([C:12]1([C:15](=[O:47])[NH:16][C:17]2[CH:22]=[CH:21][C:20]([O:23][C:24]3[CH:29]=[CH:28][N:27]=[C:26]([NH:30][C:31]([N:33]4[CH2:38][CH2:37][CH:36]([N:39]5[CH2:44][CH2:43][N:42]([CH3:45])[CH2:41][CH2:40]5)[CH2:35][CH2:34]4)=[O:32])[CH:25]=3)=[CH:19][C:18]=2[F:46])[CH2:14][CH2:13]1)=[O:11])C1C=CC=CC=1.[OH-].[Na+]>O.C(OCC)(=O)C>[F:46][C:18]1[CH:19]=[C:20]([O:23][C:24]2[CH:29]=[CH:28][N:27]=[C:26]([NH:30][C:31]([N:33]3[CH2:38][CH2:37][CH:36]([N:39]4[CH2:40][CH2:41][N:42]([CH3:45])[CH2:43][CH2:44]4)[CH2:35][CH2:34]3)=[O:32])[CH:25]=2)[CH:21]=[CH:22][C:17]=1[NH:16][C:15]([C:12]1([C:10]([OH:11])=[O:9])[CH2:14][CH2:13]1)=[O:47] |f:0.1,2.3|. Procedure details: 1-[2-Fluoro-4-(2-{[4-(4-methylpiperazin-1-yl)piperidine-1-carbonyl]amino}pyridin-4-yloxy)phenylcarbamoyl]cyclopropanecarboxylic acid benzyl ester hydrochloride (2 g) was dissolved in water (20 ml) and ethyl acetate (20 ml), and a 2N aqueous solution of sodium hydroxide (4 ml) was added, and the layers were separated. The organic layer was washed with water and concentrated. Addition of tetrahydrofuran and subsequent concentration was repeated three times. The residue was dissolved in a mixed sol... Reactants: CCO, Nc1nc(Cc2ccccc2)[nH]c(=O)c1N=Nc1ccccc1, [Na+], [Na+], [Na+], [OH-], O=S([O-])S(=O)[O-]. Product: Nc1nc(Cc2ccccc2)[nH]c(=O)c1N. Reaction SMILES: [CH3:32][CH2:33][OH:34].[NH2:9][c:10]1[n:11][c:12]([CH2:25][c:26]2[cH:27][cH:28][cH:29][cH:30][cH:31]2)[nH:13][c:14](=[O:24])[c:15]1[N:16]=[N:17][c:18]1[cH:19][cH:20][cH:21][cH:22][cH:23]1.[Na+:36].[Na+:7].[Na+:8].[OH-:35].[S:1]([S:2]([O-:3])=[O:4])([O-:5])=[O:6]>>[NH2:9][c:10]1[n:11][c:12]([CH2:25][c:26]2[cH:27][cH:28][cH:29][cH:30][cH:31]2)[nH:13][c:14](=[O:24])[c:15]1[NH2:16]. The reactants are C1CCNCC1, CCc1cccc(C)c1C(=S)NC(Cc1ccc(NC(=O)C(Cc2cccnc2)NC(=O)OCC2c3ccccc3-c3ccccc32)cc1)C(=O)OC, CN1CCCC1=O, CCCCCC. Product: CCc1cccc(C)c1C(=S)NC(Cc1ccc(NC(=O)C(N)Cc2cccnc2)cc1)C(=O)OC. RXN SMILES: [CH2:54]1[CH2:55][CH2:56][NH:57][CH2:58][CH2:59]1.[CH3:1][O:2][C:3]([CH:4]([NH:5][C:6](=[S:7])[c:8]1[c:9]([CH2:15][CH3:16])[cH:10][cH:11][cH:12][c:13]1[CH3:14])[CH2:17][c:18]1[cH:19][cH:20][c:21]([NH:24][C:25]([CH:26]([CH2:27][c:28]2[cH:29][n:30][cH:31][cH:32][cH:33]2)[NH:34][C:35]([O:36][CH2:37][CH:38]2[c:39]3[c:40]([cH:41][cH:42][cH:43][cH:44]3)-[c:45]3[c:46]2[cH:47][cH:48][cH:49][cH:50]3)=[O:51])=[O:52])[cH:22][cH:23]1)=[O:53].[CH3:60][N:61]1[CH2:62][CH2:63][CH2:64][C:65]1=[O:66].[CH3:67][CH2:68][CH2:69][CH2:70][CH2:71][CH3:72]>>[CH3:1][O:2][C:3]([CH:4]([NH:5][C:6](=[S:7])[c:8]1[c:9]([CH2:15][CH3:16])[cH:10][cH:11][cH:12][c:13]1[CH3:14])[CH2:17][c:18]1[cH:19][cH:20][c:21]([NH:24][C:25]([CH:26]([CH2:27][c:28]2[cH:29][n:30][cH:31][cH:32][cH:33]2)[NH2:34])=[O:52])[cH:22][cH:23]1)=[O:53]. Reactants: Cl (hydrochloric acid), FC1=C(C=CC(=C1NC1=NC=CC=C1C1=C2N=CN(C2=NC=N1)C1OCCCC1)F)NS(=O)(=O)C1=CC=CC=2C=COC21 (N-(2,4-difluoro-3-(3-(9-(tetrahydro-2H-pyran-2-yl)-9H-purin-6-yl)pyridin-2-ylamino)phenyl)benzofuran-7-sulfonamide). Reaction conditions: time 2 hour. Product: N1=CN=C2NC=NC2=C1C=1C(=NC=CC1)NC=1C(=C(C=CC1F)NS(=O)(=O)C1=CC=CC=2C=COC21)F (N-(3-(3-(9H-purin-6-yl)pyridin-2-ylamino)-2,4-difluorophenyl)benzofuran-7-sulfonamide). Reaction SMILES: Cl.[F:2][C:3]1[C:8]([NH:9][C:10]2[C:15]([C:16]3[N:24]=[CH:23][N:22]=[C:21]4[C:17]=3[N:18]=[CH:19][N:20]4C3CCCCO3)=[CH:14][CH:13]=[CH:12][N:11]=2)=[C:7]([F:31])[CH:6]=[CH:5][C:4]=1[NH:32][S:33]([C:36]1[C:44]2[O:43][CH:42]=[CH:41][C:40]=2[CH:39]=[CH:38][CH:37]=1)(=[O:35])=[O:34]>>[N:24]1[C:16]([C:15]2[C:10]([NH:9][C:8]3[C:3]([F:2])=[C:4]([NH:32][S:33]([C:36]4[C:44]5[O:43][CH:42]=[CH:41][C:40]=5[CH:39]=[CH:38][CH:37]=4)(=[O:34])=[O:35])[CH:5]=[CH:6][C:7]=3[F:31])=[N:11][CH:12]=[CH:13][CH:14]=2)=[C:17]2[C:21]([NH:20][CH:19]=[N:18]2)=[N:22][CH:23]=1. Procedure: 1M aqueous hydrochloric acid solution was added into the N-(2,4-difluoro-3-(3-(9-(tetrahydro-2H-pyran-2-yl)-9H-purin-6-yl)pyridin-2-ylamino)phenyl)benzofuran-7-sulfonamide (20 mg, 0.033 mmol) prepared at Step 10 and stirred for 2 hours. After the reaction, the reactant was washed with an aqueous solution of sodium hydrogen carbonate and salt water. After extraction with ethylacetate, the organic layer was dried with sulfuric anhydride magnesium and vacuum concentrated, and then refined by means ... Starting materials: C(CCCCCCCCCCCCCCCO)O (1,16-Hexadecanediol), Br (hydrobromic acid). Run in C1CCCCC1 (cyclohexane). Product: BrCCCCCCCCCCCCCCCCO (16-bromohexadecan-1-ol). Yield: 67.0%. RXN SMILES: [CH2:1](O)[CH2:2][CH2:3][CH2:4][CH2:5][CH2:6][CH2:7][CH2:8][CH2:9][CH2:10][CH2:11][CH2:12][CH2:13][CH2:14][CH2:15][CH2:16][OH:17].[BrH:19]>C1CCCCC1>[Br:19][CH2:1][CH2:2][CH2:3][CH2:4][CH2:5][CH2:6][CH2:7][CH2:8][CH2:9][CH2:10][CH2:11][CH2:12][CH2:13][CH2:14][CH2:15][CH2:16][OH:17]. Procedure details: 1,16-Hexadecanediol (13.75 g) was dissolved in 37 ml of cyclohexane, and 57% hydrobromic acid solution (37 ml) was added to this solution. The reaction mixture was refluxed for six hours while stirring. After the reaction, the mixture was extracted three times with diethyl ether. The organic layer was neutralized with saturated sodium hydrogen carbonate solution, washed with saline solution, dried over magnesium sulfate, and filtered, and the solvent was distilled off under reduced pressure. Pur...